Dataset: the Open Reaction Database (ORD), a public repository of structured organic reaction records. Task: describe an organic reaction: reactants, conditions, products, and yield Product: COc1cc(Nc2c(C#N)cnc3cc(-c4ccc(C(=O)O)cc4)ccc23)c(Cl)cc1Cl. As a reaction SMILES: [Br:1][c:2]1[cH:3][cH:4][c:5]2[c:6]([NH:14][c:15]3[c:16]([Cl:24])[cH:17][c:18]([Cl:23])[c:19]([O:21][CH3:22])[cH:20]3)[c:7]([C:12]#[N:13])[cH:8][n:9][c:10]2[cH:11]1.[C:25](=[O:26])([OH:27])[c:28]1[cH:29][cH:30][c:31]([B:34]([OH:35])[OH:36])[cH:32][cH:33]1.[C:37](=[O:38])([OH:39])[O-:40].[CH3:119][N:120]([CH3:121])[CH:122]=[O:123].[Na+:41].[cH:42]1[cH:43][cH:44][c:45]([P:46]([Pd:47]([P:48]([c:49]2[cH:50][cH:51][cH:52][cH:53][cH:54]2)([c:55]2[cH:56][cH:57][cH:58][cH:59][cH:60]2)[c:61]2[cH:62][cH:63][cH:64][cH:65][cH:66]2)([P:67]([c:68]2[cH:69][cH:70][cH:71][cH:72][cH:73]2)([c:74]2[cH:75][cH:76][cH:77][cH:78][cH:79]2)[c:80]2[cH:81][cH:82][cH:83][cH:84][cH:85]2)[P:86]([c:87]2[cH:88][cH:89][cH:90][cH:91][cH:92]2)([c:93]2[cH:94][cH:95][cH:96][cH:97][cH:98]2)[c:99]2[cH:100][cH:101][cH:102][cH:103][cH:104]2)([c:105]2[cH:106][cH:107][cH:108][cH:109][cH:110]2)[c:111]2[cH:112][cH:113][cH:114][cH:115][cH:116]2)[cH:117][cH:118]1>>[c:2]1(-[c:31]2[cH:30][cH:29][c:28]([C:25](=[O:26])[OH:27])[cH:33][cH:32]2)[cH:3][cH:4][c:5]2[c:6]([NH:14][c:15]3[c:16]([Cl:24])[cH:17][c:18]([Cl:23])[c:19]([O:21][CH3:22])[cH:20]3)[c:7]([C:12]#[N:13])[cH:8][n:9][c:10]2[cH:11]1. Starting materials: COc1cc(Nc2c(C#N)cnc3cc(Br)ccc23)c(Cl)cc1Cl, O=C(O)c1ccc(B(O)O)cc1, O=C([O-])O, CN(C)C=O, [Na+], c1ccc(P(c2ccccc2)(c2ccccc2)[Pd](P(c2ccccc2)(c2ccccc2)c2ccccc2)(P(c2ccccc2)(c2ccccc2)c2ccccc2)P(c2ccccc2)(c2ccccc2)c2ccccc2)cc1. Reactants: CC(=O)CC(C)C, ClCCCn1cnc2ccccc21, [I-], [K+], [Na+], [Na+], O=C([O-])[O-], O, c1ccc(C(c2ccccc2)N2CCNCC2)cc1. Yields the product c1ccc(C(c2ccccc2)N2CCN(CCCn3cnc4ccccc43)CC2)cc1. RXN SMILES: [CH3:42][CH:43]([CH3:44])[CH2:45][C:46](=[O:47])[CH3:48].[Cl:1][CH2:2][CH2:3][CH2:4][n:5]1[cH:6][n:7][c:8]2[c:9]1[cH:10][cH:11][cH:12][cH:13]2.[I-:40].[K+:39].[Na+:33].[Na+:34].[O-:35][C:36](=[O:37])[O-:38].[OH2:41].[c:14]1([CH:20]([N:21]2[CH2:22][CH2:23][NH:24][CH2:25][CH2:26]2)[c:27]2[cH:28][cH:29][cH:30][cH:31][cH:32]2)[cH:15][cH:16][cH:17][cH:18][cH:19]1>>[CH2:2]([CH2:3][CH2:4][n:5]1[cH:6][n:7][c:8]2[c:9]1[cH:10][cH:11][cH:12][cH:13]2)[N:24]1[CH2:23][CH2:22][N:21]([CH:20]([c:14]2[cH:15][cH:16][cH:17][cH:18][cH:19]2)[c:27]2[cH:28][cH:29][cH:30][cH:31][cH:32]2)[CH2:26][CH2:25]1.